Dataset: the Open Reaction Database (ORD), a public repository of structured organic reaction records. Task: describe an organic reaction: reactants, conditions, products, and yield RXN SMILES: [CH3:2][NH:3][C:4]1([c:14]2[s:15][cH:16][cH:17][cH:18]2)[CH2:5][CH2:6][C:7]2([O:8][CH2:11][CH2:10][O:9]2)[CH2:12][CH2:13]1.[ClH:1].[OH2:19]>>[CH3:2][NH:3][C:4]1([c:14]2[s:15][cH:16][cH:17][cH:18]2)[CH2:5][CH2:6][C:7](=[O:8])[CH2:12][CH2:13]1. Yields the product CNC1(c2cccs2)CCC(=O)CC1. The reactants are CNC1(c2cccs2)CCC2(CC1)OCCO2, Cl, O. Reaction SMILES: [CH2:2]([O:3][C:5]([CH2:6][NH:7][CH3:8])=[O:9])[CH3:4].[Cl:10][c:11]1[n:12][c:13]([Cl:20])[cH:14][c:15]([N:17]=[C:18]=[O:19])[cH:16]1.[Cl:21][CH2:22][Cl:23].[ClH:1]>>[C:5]1(=[O:9])[CH2:6][N:7]([CH3:8])[C:18](=[O:19])[N:17]1[c:15]1[cH:14][c:13]([Cl:20])[n:12][c:11]([Cl:10])[cH:16]1. The product is CN1CC(=O)N(c2cc(Cl)nc(Cl)c2)C1=O. Starting materials: CCOC(=O)CNC, O=C=Nc1cc(Cl)nc(Cl)c1, ClCCl, Cl.